This data is from the Open Reaction Database (ORD), a public repository of structured organic reaction records. The task is: describe an organic reaction: reactants, conditions, products, and yield Starting materials: CCN=C=NCCCN(C)C.Cl (N-(3-dimethylaminopropyl)-N-ethylcarbodiimide hydrochloride), C(C)(C)N(CC)C(C)C (diisopropylethyl amine), Cl.CNC (dimethylamine hydrochloride), C1(=CC=CC=C1)C#CC=1C=NC=C(C(=O)O)C1 (5-phenylethynyl-nicotinic acid). Solvent: O1CCCC1 (tetrahydrofuran), C(C)(=O)OCC (ethyl acetate). Reaction conditions: time 18 hour. Yields the product Cl.CN(C(C1=CN=CC(=C1)C#CC1=CC=CC=C1)=O)C (N,N-Dimethyl-5-phenylethynyl-nicotinamide hydrochloride). Reaction SMILES: C[CH2:2][N:3]=[C:4]=NCCCN(C)C.[ClH:12].C(N(C(C)C)CC)(C)C.Cl.CNC.[C:26]1([C:32]#[C:33][C:34]2[CH:35]=[N:36][CH:37]=[C:38]([CH:42]=2)[C:39](O)=[O:40])[CH:31]=[CH:30][CH:29]=[CH:28][CH:27]=1>O1CCCC1.C(OCC)(=O)C>[ClH:12].[CH3:2][N:3]([CH3:4])[C:39](=[O:40])[C:38]1[CH:42]=[C:34]([C:33]#[C:32][C:26]2[CH:31]=[CH:30][CH:29]=[CH:28][CH:27]=2)[CH:35]=[N:36][CH:37]=1 |f:0.1,3.4,8.9|. Procedure details: Add N-(3-dimethylaminopropyl)-N-ethylcarbodiimide hydrochloride (0.34 g, 1.8 mmol) to a solution of diisopropylethyl amine (0.47 mg, 2.7 mmol), dimethylamine hydrochloride (0.11g, 1.34 mmol) and 5-phenylethynyl-nicotinic acid (0.2 g, 0.9 mmol) in tetrahydrofuran and stir at room temperature for 18 h. Dilute the reaction mixture with ethyl acetate and extract with an aqueous saturated solution of sodium carbonate. Extract the aqueous layer with ethyl acetate. Combine organic layers, dry (magnesiu... Reactants: C1CCC2=CC(=CC=C12)N (2,3-dihydro-1H-inden-5-amine), C(C)(=O)C(C(=O)OC)CC(=O)OC (dimethyl acetylsuccinate). Conditions: time 3 day. Yields the product C1CCC2=CC(=CC=C12)NC(C)=C(C(=O)OC)CC(=O)OC (dimethyl 2-(1-(2,3-dihydro-1H-inden-5-ylamino)ethylidene)succinate). Isolated yield 53.8%. As a reaction SMILES: [CH2:1]1[C:9]2[C:4](=[CH:5][C:6]([NH2:10])=[CH:7][CH:8]=2)[CH2:3][CH2:2]1.[C:11]([CH:14]([CH2:19][C:20]([O:22][CH3:23])=[O:21])[C:15]([O:17][CH3:18])=[O:16])(=O)[CH3:12]>>[CH2:1]1[C:9]2[C:4](=[CH:5][C:6]([NH:10][C:11](=[C:14]([CH2:19][C:20]([O:22][CH3:23])=[O:21])[C:15]([O:17][CH3:18])=[O:16])[CH3:12])=[CH:7][CH:8]=2)[CH2:3][CH2:2]1. Reported procedure: 2,3-dihydro-1H-inden-5-amine (10 g; 75 mmol) and dimethyl acetylsuccinate (12.82 g; 68 mmol) were mixed in a flask placed in a dessicator and the homogeneous mixture was stirred under vacuum (3 mbars) for 3 days. Purification by flash chromatography on silica gel using a gradient of ethyl acetate (0 to 20%) in heptane furnished 11.1 g (48%) of dimethyl 2-(1-(2,3-dihydro-1H-inden-5-ylamino)ethylidene)succinate as a deep orange oil. The reactants are ClC1=C(C=CC(=C1)OC)C1=NN=C(N1C)C12CCC(CC1)(CC2)CC (3-(2-Chloro-4-methoxyphenyl)-5-(4-ethylbicyclo[2.2.2]oct-1-yl)-4-methyl-4H -1,2,4-triazole), B(Br)(Br)Br (BBr3). Solvent: C(Cl)Cl (methylene chloride). Reaction conditions: temperature 0 celsius, time 2 hour. Yields the product ClC=1C=C(C=CC1C1=NN=C(N1C)C12CCC(CC1)(CC2)CC)O (3-Chloro-4-[5-(4-ethylbicyclo[2.2.2]oct-1-yl)-4-methyl-4H-1,2,4-triazol-3-yl]phenol). Reaction SMILES: [Cl:1][C:2]1[CH:7]=[C:6]([O:8]C)[CH:5]=[CH:4][C:3]=1[C:10]1[N:14]([CH3:15])[C:13]([C:16]23[CH2:23][CH2:22][C:19]([CH2:24][CH3:25])([CH2:20][CH2:21]2)[CH2:18][CH2:17]3)=[N:12][N:11]=1.B(Br)(Br)Br>C(Cl)Cl>[Cl:1][C:2]1[CH:7]=[C:6]([OH:8])[CH:5]=[CH:4][C:3]=1[C:10]1[N:14]([CH3:15])[C:13]([C:16]23[CH2:23][CH2:22][C:19]([CH2:24][CH3:25])([CH2:20][CH2:21]2)[CH2:18][CH2:17]3)=[N:12][N:11]=1. Procedure details: Triazole 9-D (30 mg, 0.08 mmol) was dissolved in 0.5 mL of dry methylene chloride, placed under an inert atmosphere, and cooled to 0° C. To this solution was added BBr3 (1 M in CH2Cl2, 0.25 mL, 0.25 mmol) and the cooling bath was immediately removed. The reaction was stirred for 2 h then diluted with 20 mL of methylene chloride and washed with 1 N aqueous NaOH and brine. The residue was chromatographed by reverse-phase HPLC, eluting with a gradient of 0 to 100% acetonitrile in water. The product... Reactants: C(C)C1=CC2=C(S1)C=CC=C2 (2-ethylbenzo[b]thiophene), BrN1C(=O)N(C(=O)C1(C)C)Br (1,3-dibromo-5,5-dimethylhydantoin). Reagents/catalysts: N(=NC(C#N)(C)C)C(C#N)(C)C (azobisisobutyronitrile). The solvent is CCCCCCC (heptane), CCCCCCC (heptane). Run at temperature 20 celsius, time 1 hour. The product is BrC(C)C1=CC2=C(S1)C=CC=C2 (2-(1-bromoethyl)benzo[b]thiophene). Isolated yield 113.7%. Reaction SMILES: [CH2:1]([C:3]1[S:7][C:6]2[CH:8]=[CH:9][CH:10]=[CH:11][C:5]=2[CH:4]=1)[CH3:2].[Br:12]N1C(C)(C)C(=O)N(Br)C1=O>CCCCCCC.N(C(C)(C)C#N)=NC(C)(C)C#N>[Br:12][CH:1]([C:3]1[S:7][C:6]2[CH:8]=[CH:9][CH:10]=[CH:11][C:5]=2[CH:4]=1)[CH3:2]. Procedure: A solution of 9.78 g (60 mmol) of 2-ethylbenzo[b]thiophene in 10 ml of heptane is added, over 10 minutes, to a mixture of 9.43 g (33 mmol) of 1,3-dibromo-5,5-dimethylhydantoin and 0.49 g (3 mmol) of azobisisobutyronitrile in 117.5 ml of heptane preheated to 60° C. The mixture is maintained for 1 additional hour at this temperature. After cooling to 20° C., stirring is continued for 1 hour and then the 5,5-dimethylhydantoin which has precipitated is filtered off and washed with 10 ml of heptane. ...